This data is from the Open Reaction Database (ORD), a public repository of structured organic reaction records. The task is: describe an organic reaction: reactants, conditions, products, and yield Reactants: C(C1=CC=CC=C1)(=O)OCCO (ethylene glycol monobenzoate), C(CCCCCCCCCCCCCCC)(=O)Cl (palmitoyl chloride). Product: C(CCCCCCCCCCCCCCC)(=O)OCCOC(C1=CC=CC=C1)=O (2-Benzoyloxyethyl palmitate). Procedure: 2-Benzoyloxyethyl palmitate was prepared by the procedure of Example 1 from 16 grams (0.1 mole) of ethylene glycol monobenzoate and 26 gms (0.1 mole) of palmitoyl chloride. The structure of the final product was characterized on the basis of NMR and IR spectral analyses as described in Example 1. RXN SMILES: [C:1]([O:9][CH2:10][CH2:11][OH:12])(=[O:8])[C:2]1[CH:7]=[CH:6][CH:5]=[CH:4][CH:3]=1.[C:13](Cl)(=[O:29])[CH2:14][CH2:15][CH2:16][CH2:17][CH2:18][CH2:19][CH2:20][CH2:21][CH2:22][CH2:23][CH2:24][CH2:25][CH2:26][CH2:27][CH3:28]>>[C:13]([O:12][CH2:11][CH2:10][O:9][C:1](=[O:8])[C:2]1[CH:7]=[CH:6][CH:5]=[CH:4][CH:3]=1)(=[O:29])[CH2:14][CH2:15][CH2:16][CH2:17][CH2:18][CH2:19][CH2:20][CH2:21][CH2:22][CH2:23][CH2:24][CH2:25][CH2:26][CH2:27][CH3:28]. Starting materials: ClC1=CC=C(S1)C(=O)N[C@@H](C(=O)OC(C)(C)C)C (tert.-butyl(R)-2-[(5-chloro-thiophene-2-carbonyl)-amino]-propionate), C(=O)(C(F)(F)F)O (TFA). Solvent: ClCCl (dichloromethane). Product: ClC1=CC=C(S1)C(=O)N[C@@H](C(=O)O)C ((R)-2-[(5-chloro-thiophene-2-carbonyl)-amino]-propionic acid). As a reaction SMILES: [Cl:1][C:2]1[S:6][C:5]([C:7]([NH:9][C@H:10]([CH3:18])[C:11]([O:13]C(C)(C)C)=[O:12])=[O:8])=[CH:4][CH:3]=1.C(O)(C(F)(F)F)=O>ClCCl>[Cl:1][C:2]1[S:6][C:5]([C:7]([NH:9][C@H:10]([CH3:18])[C:11]([OH:13])=[O:12])=[O:8])=[CH:4][CH:3]=1. Reported procedure: Prepared analogously to Example 2e from tert.-butyl(R)-2-[(5-chloro-thiophene-2-carbonyl)-amino]-propionate with TFA in dichloromethane. The reactants are C1CCOC1, O=C(Cl)Oc1ccccc1, [K+], [K+], O=C([O-])[O-], Nc1cc(C(F)(F)F)nn1-c1ccccc1. The product is O=C(Nc1cc(C(F)(F)F)nn1-c1ccccc1)Oc1ccccc1. RXN SMILES: [CH2:33]1[O:34][CH2:35][CH2:36][CH2:37]1.[Cl:23][C:24](=[O:25])[O:26][c:27]1[cH:28][cH:29][cH:30][cH:31][cH:32]1.[K+:17].[K+:18].[O-:19][C:20]([O-:21])=[O:22].[c:1]1(-[n:7]2[n:8][c:9]([C:13]([F:14])([F:15])[F:16])[cH:10][c:11]2[NH2:12])[cH:2][cH:3][cH:4][cH:5][cH:6]1>>[c:1]1(-[n:7]2[n:8][c:9]([C:13]([F:14])([F:15])[F:16])[cH:10][c:11]2[NH:12][C:24](=[O:25])[O:26][c:27]2[cH:28][cH:29][cH:30][cH:31][cH:32]2)[cH:2][cH:3][cH:4][cH:5][cH:6]1. Reactants: solution, Cl (HCl), C(C)(C)(C)ONC(C(C1=CC=CC=C1)=C=O)[Si](C)(C)C (N-tertbutoxy-carbonyl-α-(trimethylsilyl)benzeneethanamine). Solvent: C(C)OCC (diethyl ether), C(C)OCC (diethyl ether). Reaction conditions: time 48 hour. The product is Cl.C[Si](C(CC1=CC=CC=C1)N)(C)C (α-(trimethylsilyl)-benzeneethanamine hydrochloride). Reaction SMILES: [ClH:1].C(O[NH:7][CH:8]([Si:18]([CH3:21])([CH3:20])[CH3:19])[C:9](=C=O)[C:10]1[CH:15]=[CH:14][CH:13]=[CH:12][CH:11]=1)(C)(C)C>C(OCC)C>[ClH:1].[CH3:20][Si:18]([CH3:19])([CH3:21])[CH:8]([NH2:7])[CH2:9][C:10]1[CH:11]=[CH:12][CH:13]=[CH:14][CH:15]=1 |f:3.4|. Reported procedure: A 3N solution of HCl in diethyl ether (3 ml) was added at room temperature to a mixture of N-tertbutoxy-carbonyl-α-(trimethylsilyl)benzeneethanamine (0.150g, 0.51 mmol) in diethyl ether (3 ml). The mixture was stirred at room temperature for 48 hours. The resulting solid was filtered off and dried, invacuo, to yield 0.106 g of the expected α-(trimethylsilyl)-benzeneethanamine hydrochloride, Reactants: BrC1=CC=CC(=N1)CN1C(C2=CC=CC=C2C1=O)=O (2-(6-Bromo-pyridin-2-ylmethyl)-isoindole-1,3-dione), O.NN (Hydrazine hydrate). The solvent is C(C)O (ethanol). Run at temperature 70 celsius. Product: BrC1=CC=CC(=N1)CN (C-(6-Bromo-pyridin-2-yl)-methylamine). Yield: 87.8%. Reaction SMILES: [Br:1][C:2]1[N:7]=[C:6]([CH2:8][N:9]2C(=O)C3C(=CC=CC=3)C2=O)[CH:5]=[CH:4][CH:3]=1.O.NN>C(O)C>[Br:1][C:2]1[N:7]=[C:6]([CH2:8][NH2:9])[CH:5]=[CH:4][CH:3]=1 |f:1.2|. Procedure details: A suspension of 2-(6-Bromo-pyridin-2-ylmethyl)-isoindole-1,3-dione (4000 mg, 12.61 mmol) in ethanol (60 mL ) was heated at 70° C. until complete dissolution was observed. Hydrazine hydrate (3156 mg, 63.06 mmol) was then added and the resulting mixture was heated at 70° C. for 5 h. The resulting solution was cooled to 0° C. and filtered. The filtrate was concentrated in vacuo and the crude residue was purified by column chromatography with a gradient of 0 to 30% methanol/dichloromethane to give C...